Dataset: the Open Reaction Database (ORD), a public repository of structured organic reaction records. Task: describe an organic reaction: reactants, conditions, products, and yield Reactants: C(C)(=O)OC1=CC=C(C2=C(OC3=CC(=CC(=C3C2=O)OC(C)=O)OC(C)=O)C)C=C1 (4',5,7-triacetoxy-2-methylisoflavone), C(C1=CC=CC=C1)(=O)OOC(C1=CC=CC=C1)=O (benzoyl peroxide), BrN1C(CCC1=O)=O (N-bromosuccinimide). Run in C(Cl)(Cl)(Cl)Cl (carbon tetrachloride). Yields the product C(C)(=O)OC1=CC=C(C2=C(OC3=CC(=CC(=C3C2=O)OC(C)=O)OC(C)=O)CBr)C=C1 (4',5,7-triacetoxy-2-bromomethylisoflavone). Isolated yield 72.1%. RXN SMILES: [C:1]([O:4][C:5]1[CH:30]=[CH:29][C:8]([C:9]2[C:18](=[O:19])[C:17]3[C:12](=[CH:13][C:14]([O:24][C:25](=[O:27])[CH3:26])=[CH:15][C:16]=3[O:20][C:21](=[O:23])[CH3:22])[O:11][C:10]=2[CH3:28])=[CH:7][CH:6]=1)(=[O:3])[CH3:2].C(OOC(=O)C1C=CC=CC=1)(=O)C1C=CC=CC=1.[Br:49]N1C(=O)CCC1=O>C(Cl)(Cl)(Cl)Cl>[C:1]([O:4][C:5]1[CH:30]=[CH:29][C:8]([C:9]2[C:18](=[O:19])[C:17]3[C:12](=[CH:13][C:14]([O:24][C:25](=[O:27])[CH3:26])=[CH:15][C:16]=3[O:20][C:21](=[O:23])[CH3:22])[O:11][C:10]=2[CH2:28][Br:49])=[CH:7][CH:6]=1)(=[O:3])[CH3:2]. Procedure: A solution of 4',5,7-triacetoxy-2-methylisoflavone (5 g), benzoyl peroxide (0.3 g) and N-bromosuccinimide (3.9 g) in 300 ml carbon tetrachloride was heated under reflux for 12 hours, the solvent was distilled off under reduced pressure, water was added to the solid residue, the mixture was stirred well, and the crude product collected by filtration was recrystallized from a methanol/chloroform mixed solvent, affording 4.3 g of 4',5,7-triacetoxy-2-bromomethylisoflavone. RXN SMILES: Cl.C(OC1C=CC(C(N)=N)=CC=1)C.C(OC(=O)C(=COCC)C#N)C.CC[O-].[Na+].[OH-].[Na+].[C:32]([C:34]1[C:35](O)=[N:36][C:37]([C:40]2[CH:45]=[CH:44][C:43]([O:46][CH2:47][CH3:48])=[CH:42][CH:41]=2)=[N:38][CH:39]=1)#[N:33].P(Cl)(Cl)([Cl:52])=O>C(O)C>[Cl:52][C:35]1[C:34]([C:32]#[N:33])=[CH:39][N:38]=[C:37]([C:40]2[CH:45]=[CH:44][C:43]([O:46][CH2:47][CH3:48])=[CH:42][CH:41]=2)[N:36]=1 |f:0.1,3.4,5.6|. Yields the product ClC1=NC(=NC=C1C#N)C1=CC=C(C=C1)OCC (4-chloro-5-cyano-2-(4-ethoxyphenyl)-pyrimidine). Starting materials: C(#N)C=1C(=NC(=NC1)C1=CC=C(C=C1)OCC)O (5-cyano-4-hydroxy-2-(4-ethoxyphenyl)-pyrimidine), P(=O)(Cl)(Cl)Cl (phosphorus oxychloride), [OH-].[Na+] (sodium hydroxide), Cl.C(C)OC1=CC=C(C(=N)N)C=C1 (p-ethoxybenzamidine hydrochloride), C(C)OC(C(C#N)=COCC)=O (α-ethoxymethylene- α-cyanoacetic acid ethyl ester), CC[O-].[Na+] (sodium ethylate). Run in C(C)O (ethanol). Reported procedure: The starting material can be obtained according to the procedure of A. R. Todd and F. Bergel, J. Chem. Soc. 1937, 365 by reaction of p-ethoxybenzamidine hydrochloride with α-ethoxymethylene- α-cyanoacetic acid ethyl ester and sodium ethylate in ethanol and then with sodium hydroxide solution. The resulting 5-cyano-4-hydroxy-2-(4-ethoxyphenyl)-pyrimidine (melting point 288.6°-290.5° C) is treated with phosphorus oxychloride to give 4-chloro-5-cyano-2-(4-ethoxyphenyl)-pyrimidine having a melting p... Reactants: CC[SiH](CC)CC, ClCCl, Cc1oc(C=O)cc1C(O)c1ccc2c(c1)C(C)(C)CCC2(C)C, O=C(O)C(F)(F)F. Product: Cc1oc(C=O)cc1Cc1ccc2c(c1)C(C)(C)CCC2(C)C. As a reaction SMILES: [CH2:25]([SiH:26]([CH2:27][CH3:28])[CH2:29][CH3:30])[CH3:31].[CH2:39]([Cl:40])[Cl:41].[OH:1][CH:2]([c:3]1[cH:4][c:5]([CH:9]=[O:10])[o:6][c:7]1[CH3:8])[c:11]1[cH:12][c:13]2[c:18]([cH:19][cH:20]1)[C:17]([CH3:21])([CH3:22])[CH2:16][CH2:15][C:14]2([CH3:23])[CH3:24].[OH:32][C:33]([C:34]([F:35])([F:36])[F:37])=[O:38]>>[CH2:2]([c:3]1[cH:4][c:5]([CH:9]=[O:10])[o:6][c:7]1[CH3:8])[c:11]1[cH:12][c:13]2[c:18]([cH:19][cH:20]1)[C:17]([CH3:21])([CH3:22])[CH2:16][CH2:15][C:14]2([CH3:23])[CH3:24]. The reactants are C1(=CC=CC=C1)CS (α-toluenethiol), C(C=C)#N (acrylonitrile), C[O-].[Na+] (sodium methoxide). The product is C(C1=CC=CC=C1)SCCC#N (β-Benzylmercaptopropionitrile). RXN SMILES: [C:1]1([CH2:7][SH:8])[CH:6]=[CH:5][CH:4]=[CH:3][CH:2]=1.[C:9](#[N:12])[CH:10]=[CH2:11].C[O-].[Na+]>>[CH2:7]([S:8][CH2:11][CH2:10][C:9]#[N:12])[C:1]1[CH:6]=[CH:5][CH:4]=[CH:3][CH:2]=1 |f:2.3|. Procedure details: β-Benzylmercaptopropionitrile was prepared according to the procedure of Example 1 using α-toluenethiol (25.0 g; 0.20 moles), acrylonitrile (10.6 g; 0.20 moles) and sodium methoxide (0.5 g). Starting materials: C(C#C)O (propargyl alcohol), C(CCC)[SnH](CCCC)CCCC (tributyltin hydride), N(=NC1(CCCCC1)C#N)C1(CCCCC1)C#N (1,1′-azobis(cyclohexanecarbonitrile)). Conditions: temperature 80 celsius. Product: C(CCC)[Sn](/C=C/CO)(CCCC)CCCC ((E)-3-tributylstannanyl-prop-2-en-1-ol). As a reaction SMILES: [CH2:1]([OH:4])[C:2]#[CH:3].[CH2:5]([SnH:9]([CH2:14][CH2:15][CH2:16][CH3:17])[CH2:10][CH2:11][CH2:12][CH3:13])[CH2:6][CH2:7][CH3:8].N(C1(C#N)CCCCC1)=NC1(C#N)CCCCC1>>[CH2:14]([Sn:9]([CH2:5][CH2:6][CH2:7][CH3:8])([CH2:10][CH2:11][CH2:12][CH3:13])/[CH:3]=[CH:2]/[CH2:1][OH:4])[CH2:15][CH2:16][CH3:17]. Procedure: To neat propargyl alcohol (1 ml) were added tributyltin hydride (5.8 ml) followed by 1,1′-azobis(cyclohexanecarbonitrile) (213 mg). The mixture was heated for 2 h at 80° C., cooled to RT and directly purified by CC (EA/Hept 4/96 to 5/95) to afford 2.98 g of the desired compound. Starting materials: Cc1cccc(CSc2ccc(C(F)(F)F)cc2C(=O)O)c1, CCOCC, NOC1=CCCCCC1. Product: COC(=O)c1cc(C(F)(F)F)ccc1SCc1cccc(C)c1. As a reaction SMILES: [CH3:1][c:2]1[cH:3][c:4]([CH2:5][S:6][c:7]2[c:8]([C:9](=[O:10])[OH:11])[cH:12][c:13]([C:16]([F:17])([F:18])[F:19])[cH:14][cH:15]2)[cH:20][cH:21][cH:22]1.[CH3:32][CH2:33][O:34][CH2:35][CH3:36].[NH2:23][O:24][C:25]1=[CH:31][CH2:30][CH2:29][CH2:28][CH2:27][CH2:26]1>>[CH3:1][c:2]1[cH:3][c:4]([CH2:5][S:6][c:7]2[c:8]([C:9](=[O:10])[O:11][CH3:25])[cH:12][c:13]([C:16]([F:17])([F:18])[F:19])[cH:14][cH:15]2)[cH:20][cH:21][cH:22]1.